Dataset: the Open Reaction Database (ORD), a public repository of structured organic reaction records. Task: describe an organic reaction: reactants, conditions, products, and yield The reactants are COC1=CC=C(C=C1)C1=CC=C(C=C1)OCC=1C=C(OC1C)C(=O)O (4-(4′-Methoxy-biphenyl-4-yloxymethyl)-5-methyl-furan-2-carboxylic acid), N1(CCOCC1)CCCS(=O)(=O)N (3-Morpholin-4-yl-propane-1-sulfonic acid amide). The product is COC1=CC=C(C=C1)C1=CC=C(C=C1)OCC=1C=C(OC1C)C(=O)NS(=O)(=O)CCCN1CCOCC1 (3-Morpholin-4-yl-propane-1-sulphonic acid [4-(4′-methoxy-biphenyl-4-yloxymethyl)-5-methyl-furan-2-carbonyl]-amide). Reaction SMILES: [CH3:1][O:2][C:3]1[CH:8]=[CH:7][C:6]([C:9]2[CH:14]=[CH:13][C:12]([O:15][CH2:16][C:17]3[CH:18]=[C:19]([C:23](O)=[O:24])[O:20][C:21]=3[CH3:22])=[CH:11][CH:10]=2)=[CH:5][CH:4]=1.[N:26]1([CH2:32][CH2:33][CH2:34][S:35]([NH2:38])(=[O:37])=[O:36])[CH2:31][CH2:30][O:29][CH2:28][CH2:27]1>>[CH3:1][O:2][C:3]1[CH:4]=[CH:5][C:6]([C:9]2[CH:10]=[CH:11][C:12]([O:15][CH2:16][C:17]3[CH:18]=[C:19]([C:23]([NH:38][S:35]([CH2:34][CH2:33][CH2:32][N:26]4[CH2:27][CH2:28][O:29][CH2:30][CH2:31]4)(=[O:36])=[O:37])=[O:24])[O:20][C:21]=3[CH3:22])=[CH:13][CH:14]=2)=[CH:7][CH:8]=1. Reported procedure: Compound (59) was prepared from compounds (4) and (58) by adapting the procedure of Example 2A. LC/MS System D; Rt=4.97 mins, m/z (ES+)=529 (M+H for C27H32N2O7S). Starting materials: Br.BrCC(=O)C1=CC=NC=C1 (2-bromo-1-pyridin-4-yl-ethanone hydrobromide), C(C)(C)(C)OC(=O)N1CCC(CC1)OCC(N)=S (4-thiocarbamoylmethoxypiperidine-1-carboxylic acid tert-butyl ester). Run in CO (methanol), CCOC(=O)C (EtOAc). Yields the product C(C)(C)(C)OC(=O)N1CCC(CC1)OCC=1SC=C(N1)C1=CC=NC=C1 (4-(4-Pyridin-4-yl-thiazol-2-ylmethoxy)piperidine-1-carboxylic acid tert-butyl ester). Reaction SMILES: Br.Br[CH2:3][C:4]([C:6]1[CH:11]=[CH:10][N:9]=[CH:8][CH:7]=1)=O.[C:12]([O:16][C:17]([N:19]1[CH2:24][CH2:23][CH:22]([O:25][CH2:26][C:27](=[S:29])[NH2:28])[CH2:21][CH2:20]1)=[O:18])([CH3:15])([CH3:14])[CH3:13]>CO.CCOC(C)=O>[C:12]([O:16][C:17]([N:19]1[CH2:20][CH2:21][CH:22]([O:25][CH2:26][C:27]2[S:29][CH:3]=[C:4]([C:6]3[CH:11]=[CH:10][N:9]=[CH:8][CH:7]=3)[N:28]=2)[CH2:23][CH2:24]1)=[O:18])([CH3:15])([CH3:13])[CH3:14] |f:0.1|. Procedure: A solution of 2-bromo-1-pyridin-4-yl-ethanone hydrobromide (35 mg, 1241 mol) and 4-thiocarbamoylmethoxypiperidine-1-carboxylic acid tert-butyl ester (Preparation 18, 34 mg, 124 μmol) in methanol (2 ml) was heated at 60° C. for 1.5 h. The reaction mixture was diluted with EtOAc (60 ml), washed with saturated aqueous NaHCO3 (15 ml) and brine (15 ml) then dried (MgSO4). The solvent was removed and the residue purified by flash chromatography (EtOAc) to afford the title compound: RT=2.95 ml, m/z (ES... Reactants: O=C(c1ncc[nH]1)c1ncc[nH]1, CC#N, Cc1c(F)c(O)c(C(=O)O)c(=O)n1C, Cc1csc(N)n1. Product: Cc1csc(NC(=O)c2c(O)c(F)c(C)n(C)c2=O)n1. As a reaction SMILES: [C:15]([c:16]1[nH:17][cH:18][cH:19][n:20]1)([c:21]1[nH:22][cH:23][cH:24][n:25]1)=[O:26].[CH3:34][C:35]#[N:36].[F:1][c:2]1[c:3]([OH:14])[c:4]([C:11](=[O:12])[OH:13])[c:5](=[O:10])[n:6]([CH3:9])[c:7]1[CH3:8].[NH2:27][c:28]1[s:29][cH:30][c:31]([CH3:33])[n:32]1>>[F:1][c:2]1[c:3]([OH:14])[c:4]([C:11](=[O:13])[NH:27][c:28]2[s:29][cH:30][c:31]([CH3:33])[n:32]2)[c:5](=[O:10])[n:6]([CH3:9])[c:7]1[CH3:8]. The reactants are C=CCn1c(=O)c(Br)nn(-c2cccc(NC(C)=O)c2)c1=O, CO. Product: C=CCn1c(=O)c(OC)nn(-c2cccc(NC(C)=O)c2)c1=O. As a reaction SMILES: [CH2:1]([CH:2]=[CH2:3])[n:4]1[c:5](=[O:22])[n:6](-[c:12]2[cH:13][c:14]([NH:18][C:19]([CH3:20])=[O:21])[cH:15][cH:16][cH:17]2)[n:7][c:8]([Br:11])[c:9]1=[O:10].[CH3:23][OH:24]>>[CH2:1]([CH:2]=[CH2:3])[n:4]1[c:5](=[O:22])[n:6](-[c:12]2[cH:13][c:14]([NH:18][C:19]([CH3:20])=[O:21])[cH:15][cH:16][cH:17]2)[n:7][c:8]([O:24][CH3:23])[c:9]1=[O:10]. Reactants: C(=O)(O)[O-].[Na+] (NaHCO3), [Si](C)(C)(C(C)(C)C)OCC=1C=C2CCCN(C2=NC1C(OC)OC)C(=O)NC1=NC=C(C(=C1)OCCOC)C#N (6-(((tert-butyldimethylsilyl)oxy)methyl)-N-(5-cyano-4-(2-methoxyethoxyl)pyridin-2-yl)-7-(dimethoxymethyl)-3,4-dihydro-1,8-naphthyridine-1(2H)-carboxamide), [Si](C)(C)(C(C)(C)C)OCC=1C=C2CCCN(C2=NC1C(OC)OC)C(=O)NC1=NC=C(C(=C1)OCCOC)C#N (6-(((tert-butyldimethylsilyl)oxy)methyl)-N-(5-cyano-4-(2-methoxyethoxyl)pyridin-2-yl)-7-(dimethoxymethyl)-3,4-dihydro-1,8-naphthyridine-1(2H)-carboxamide), Cl (HCl). Solvent: C1CCOC1 (THF), O (H2O). Reaction conditions: time 6 hour. The product is C(#N)C=1C(=CC(=NC1)NC(=O)N1CCCC2=CC(=C(N=C12)C=O)CO)OCCOC (N-(5-cyano-4-(2-methoxyethoxyl)pyridin-2-yl)-7-formyl-6-(hydroxymethyl)-3,4-dihydro-1,8-naphthyridine-1(2H)-carboxamide). Reaction SMILES: [Si]([O:8][CH2:9][C:10]1[CH:11]=[C:12]2[C:17](=[N:18][C:19]=1[CH:20](OC)[O:21]C)[N:16]([C:25]([NH:27][C:28]1[CH:33]=[C:32]([O:34][CH2:35][CH2:36][O:37][CH3:38])[C:31]([C:39]#[N:40])=[CH:30][N:29]=1)=[O:26])[CH2:15][CH2:14][CH2:13]2)(C(C)(C)C)(C)C.Cl.C([O-])(O)=O.[Na+]>C1COCC1.O>[C:39]([C:31]1[C:32]([O:34][CH2:35][CH2:36][O:37][CH3:38])=[CH:33][C:28]([NH:27][C:25]([N:16]2[C:17]3[C:12](=[CH:11][C:10]([CH2:9][OH:8])=[C:19]([CH:20]=[O:21])[N:18]=3)[CH2:13][CH2:14][CH2:15]2)=[O:26])=[N:29][CH:30]=1)#[N:40] |f:2.3|. Procedure details: To a solution of 6-(((tert-butyldimethylsilyl)oxy)methyl)-N-(5-cyano-4-(2-methoxyethoxyl)pyridin-2-yl)-7-(dimethoxymethyl)-3,4-dihydro-1,8-naphthyridine-1(2H)-carboxamide (intermediate 37, 98 mg, 0.171 mmol) in THF (1 ml) and H2O (1 ml) was added conc. HCl (0.5 ml), the reaction mixture was stirred at room temperature for 6 h. The reaction mixture was poured into sat. aq. NaHCO3 and extracted with DCM (2×). The organic phase was then dried over Na2SO4, filtered and evaporated. Trituration of the... Reactants: BrC1=CC2=C(N=C(S2)OC2CCNCC2)C=C1 (6-bromo-2-(piperidin-4-yloxy)benzo[d]thiazole), ClC1=NC=C(C=N1)F (2-chloro-5-fluoropyrimidine), C([O-])([O-])=O.[K+].[K+] (potassium carbonate). Solvent: O (water), CN(C)C=O (DMF). Conditions: temperature 100 celsius, time 4 hour. Yields the product BrC1=CC2=C(N=C(S2)OC2CCN(CC2)C2=NC=C(C=N2)F)C=C1 (6-bromo-2-(1-(5-fluoropyrimidin-2-yl)piperidin-4-yloxy)benzo[d]thiazole). The yield is 85.3%. Reaction SMILES: [Br:1][C:2]1[CH:17]=[CH:16][C:5]2[N:6]=[C:7]([O:9][CH:10]3[CH2:15][CH2:14][NH:13][CH2:12][CH2:11]3)[S:8][C:4]=2[CH:3]=1.Cl[C:19]1[N:24]=[CH:23][C:22]([F:25])=[CH:21][N:20]=1.C(=O)([O-])[O-].[K+].[K+]>CN(C=O)C.O>[Br:1][C:2]1[CH:17]=[CH:16][C:5]2[N:6]=[C:7]([O:9][CH:10]3[CH2:11][CH2:12][N:13]([C:19]4[N:24]=[CH:23][C:22]([F:25])=[CH:21][N:20]=4)[CH2:14][CH2:15]3)[S:8][C:4]=2[CH:3]=1 |f:2.3.4|. Procedure details: To a solution of 6-bromo-2-(piperidin-4-yloxy)benzo[d]thiazole (1 g, 3.19 mmol) and 2-chloro-5-fluoropyrimidine (0.508 g, 3.83 mmol) in DMF (15 mL) was added potassium carbonate (1.32 g, 9.58 mmol). The reaction mixture was stirred at 100° C. for 4 h. The reaction mixture was cooled to rt, diluted with water (40 mL), and extracted with EtOAc (3×20 mL). The combined organic layers were dried (Na2SO4), filtered, and concentrated. The residue was purified by column chromatography (silica gel, hexan... The reactants are CC(=O)OC(C)=O, O, C=CCOC(=O)c1ccc(C(=O)NCc2ccc3c(c2CO)C(C)(C)CCC3(C)C)cc1, c1ccncc1. Yields the product C=CCOC(=O)c1ccc(C(=O)NCc2ccc3c(c2COC(C)=O)C(C)(C)CCC3(C)C)cc1. RXN SMILES: [CH3:39][C:40](=[O:41])[O:42][C:43](=[O:44])[CH3:45].[OH2:46].[OH:1][CH2:2][c:3]1[c:4]([CH2:17][NH:18][C:19](=[O:20])[c:21]2[cH:22][cH:23][c:24]([C:25](=[O:26])[O:27][CH2:28][CH:29]=[CH2:30])[cH:31][cH:32]2)[cH:5][cH:6][c:7]2[c:12]1[C:11]([CH3:13])([CH3:14])[CH2:10][CH2:9][C:8]2([CH3:15])[CH3:16].[cH:33]1[cH:34][cH:35][n:36][cH:37][cH:38]1>>[O:1]([CH2:2][c:3]1[c:4]([CH2:17][NH:18][C:19](=[O:20])[c:21]2[cH:22][cH:23][c:24]([C:25](=[O:26])[O:27][CH2:28][CH:29]=[CH2:30])[cH:31][cH:32]2)[cH:5][cH:6][c:7]2[c:12]1[C:11]([CH3:13])([CH3:14])[CH2:10][CH2:9][C:8]2([CH3:15])[CH3:16])[C:40]([CH3:39])=[O:41]. The reactants are ClCCCl, ClCCl, NCCNc1c(Cl)ccc2c1CCN(C(=O)C(F)(F)F)CC2, O, On1nnc2ccccc21, O=C(O)c1cccnc1. The product is O=C(NCCNc1c(Cl)ccc2c1CCN(C(=O)C(F)(F)F)CC2)c1cccnc1. As a reaction SMILES: [CH2:10]([Cl:11])[CH2:12][Cl:13].[Cl:46][CH2:47][Cl:48].[NH2:24][CH2:25][CH2:26][NH:27][c:28]1[c:29]([Cl:45])[cH:30][cH:31][c:32]2[c:38]1[CH2:37][CH2:36][N:35]([C:39]([C:40]([F:41])([F:42])[F:43])=[O:44])[CH2:34][CH2:33]2.[OH2:49].[OH:14][n:15]1[c:16]2[c:17]([cH:18][cH:19][cH:20][cH:21]2)[n:22][n:23]1.[OH:1][C:2](=[O:3])[c:4]1[cH:5][cH:6][cH:7][n:8][cH:9]1>>[C:2](=[O:3])([c:4]1[cH:5][cH:6][cH:7][n:8][cH:9]1)[NH:24][CH2:25][CH2:26][NH:27][c:28]1[c:29]([Cl:45])[cH:30][cH:31][c:32]2[c:38]1[CH2:37][CH2:36][N:35]([C:39]([C:40]([F:41])([F:42])[F:43])=[O:44])[CH2:34][CH2:33]2. The reactants are N1N=CC(=C1)C(=O)OCC (ethyl pyrazole-4-carboxylate), N(=C=S)C(=O)OCC (Ethyl isothiocyanatoformate), NC1=CC=C(C=C1)C(=O)N1CCCC1 ((4-amino-phenyl)-pyrrolidin-1-yl-methanone), CC(N=C=NC(C)C)C (DIC). Run in C(Cl)Cl (DCM). Conditions: time 1 hour. Product: C(C)OC(=O)C=1C=NN(C1)C(=NC1=CC=C(C=C1)C(=O)N1CCCC1)NC(=O)OCC (1-{ethoxycarbonylamino-[4-(pyrrolidine-1-carbonyl)-phenylimino]-methyl}-1H-pyrazole-4-carboxylic acid ethyl ester). The yield is 76.6%. RXN SMILES: [N:1]([C:4]([O:6][CH2:7][CH3:8])=[O:5])=[C:2]=S.[NH2:9][C:10]1[CH:15]=[CH:14][C:13]([C:16]([N:18]2[CH2:22][CH2:21][CH2:20][CH2:19]2)=[O:17])=[CH:12][CH:11]=1.CC(C)N=C=NC(C)C.[NH:32]1[CH:36]=[C:35]([C:37]([O:39][CH2:40][CH3:41])=[O:38])[CH:34]=[N:33]1>C(Cl)Cl>[CH2:40]([O:39][C:37]([C:35]1[CH:36]=[N:32][N:33]([C:2]([NH:1][C:4]([O:6][CH2:7][CH3:8])=[O:5])=[N:9][C:10]2[CH:15]=[CH:14][C:13]([C:16]([N:18]3[CH2:19][CH2:20][CH2:21][CH2:22]3)=[O:17])=[CH:12][CH:11]=2)[CH:34]=1)=[O:38])[CH3:41]. Procedure: Ethyl isothiocyanatoformate (0.60 mL, 5.1 mmol) was added to a suspension of (4-amino-phenyl)-pyrrolidin-1-yl-methanone (0.873 g, 4.59 mmol) in DCM (15 mL) and the reaction mixture was stirred at room temperature for 1 h. DIC (1.01 mL, 5.05 mmol) was then added, followed by ethyl pyrazole-4-carboxylate (0.707 g, 5.05 mmol). Stirring was continued for 18 h, at which point the reaction mixture was concentrated. Diethyl ether (25 mL) was added to the residue and the resulting suspension was cooled ... Starting materials: BrCc1ccc(CBr)cc1, O=C([O-])[O-], CC#N, [K+], [K+], COC(=O)CCC(C(N)=O)N1Cc2c(O)cccc2C1=O. Product: COC(=O)CCC(C(N)=O)N1Cc2c(OCc3ccc(CBr)cc3)cccc2C1=O. As a reaction SMILES: [Br:22][CH2:23][c:24]1[cH:25][cH:26][c:27]([CH2:30][Br:31])[cH:28][cH:29]1.[C:32](=[O:33])([O-:34])[O-:35].[CH3:38][C:39]#[N:40].[K+:36].[K+:37].[NH2:1][C:2]([CH:3]([CH2:4][CH2:5][C:6](=[O:7])[O:8][CH3:9])[N:10]1[C:11](=[O:20])[c:12]2[cH:13][cH:14][cH:15][c:16]([OH:19])[c:17]2[CH2:18]1)=[O:21]>>[NH2:1][C:2]([CH:3]([CH2:4][CH2:5][C:6](=[O:7])[O:8][CH3:9])[N:10]1[C:11](=[O:20])[c:12]2[cH:13][cH:14][cH:15][c:16]([O:19][CH2:30][c:27]3[cH:26][cH:25][c:24]([CH2:23][Br:22])[cH:29][cH:28]3)[c:17]2[CH2:18]1)=[O:21].